Dataset: the Open Reaction Database (ORD), a public repository of structured organic reaction records. Task: describe an organic reaction: reactants, conditions, products, and yield Reactants: CN1CCCC1=O, CCOC(C)=O, N#C[Cu], CCC12CCC(=O)C(C)=C1c1ccc(N)c(Br)c1C2, O. The product is CCC12CCC(=O)C(C)=C1c1ccc(N)c(C#N)c1C2. Reaction SMILES: [CH3:23][N:24]1[CH2:25][CH2:26][CH2:27][C:28]1=[O:29].[CH3:30][CH2:31][O:32][C:33]([CH3:34])=[O:35].[Cu:20][C:21]#[N:22].[NH2:1][c:2]1[cH:3][cH:4][c:5]2[c:13]([c:14]1[Br:15])[CH2:12][C:11]1([CH2:16][CH3:17])[C:6]2=[C:7]([CH3:19])[C:8](=[O:18])[CH2:9][CH2:10]1.[OH2:36]>>[NH2:1][c:2]1[cH:3][cH:4][c:5]2[c:13]([c:14]1[C:21]#[N:22])[CH2:12][C:11]1([CH2:16][CH3:17])[C:6]2=[C:7]([CH3:19])[C:8](=[O:18])[CH2:9][CH2:10]1. The reactants are O=[N+]([O-])c1ccccc1N1CC2CC1CN2Cc1ccccc1, CCO, [Cl-], [Fe], [NH4+], O. Product: Nc1ccccc1N1CC2CC1CN2Cc1ccccc1. RXN SMILES: [CH2:1]([c:2]1[cH:3][cH:4][cH:5][cH:6][cH:7]1)[N:8]1[CH:9]2[CH2:10][N:11]([c:15]3[c:16]([N+:21]([O-:22])=[O:23])[cH:17][cH:18][cH:19][cH:20]3)[CH:12]([CH2:13]1)[CH2:14]2.[CH3:26][CH2:27][OH:28].[Cl-:24].[Fe:30].[NH4+:25].[OH2:29]>>[CH2:1]([c:2]1[cH:3][cH:4][cH:5][cH:6][cH:7]1)[N:8]1[CH:9]2[CH2:10][N:11]([c:15]3[c:16]([NH2:21])[cH:17][cH:18][cH:19][cH:20]3)[CH:12]([CH2:13]1)[CH2:14]2. Reactants: CC(=O)[O-], O=C([O-])O, CC(C)c1n(N=Cc2ccc(N(C)C)cc2)cc[n+]1N=Cc1ccc(N(C)C)cc1, [Na+]. Product: O=C([O-])O, CC(C)c1n(N=Cc2ccc(N(C)C)cc2)cc[n+]1N=Cc1ccc(N(C)C)cc1. As a reaction SMILES: [C:1]([O-:2])(=[O:3])[CH3:4].[C:35]([OH:36])([O-:37])=[O:38].[CH3:5][N:6]([c:7]1[cH:8][cH:9][c:10]([CH:11]=[N:12][n+:13]2[c:14]([CH:29]([CH3:30])[CH3:31])[n:15]([N:18]=[CH:19][c:20]3[cH:21][cH:22][c:23]([N:26]([CH3:27])[CH3:28])[cH:24][cH:25]3)[cH:16][cH:17]2)[cH:32][cH:33]1)[CH3:34].[Na+:39]>>[C:35](=[O:36])([OH:37])[O-:38].[CH3:5][N:6]([c:7]1[cH:8][cH:9][c:10]([CH:11]=[N:12][n:13]2[c:14]([CH:29]([CH3:30])[CH3:31])[n+:15]([N:18]=[CH:19][c:20]3[cH:21][cH:22][c:23]([N:26]([CH3:27])[CH3:28])[cH:24][cH:25]3)[cH:16][cH:17]2)[cH:32][cH:33]1)[CH3:34]. Reactants: FC1=C(C=C(C(=C1)[N+](=O)[O-])F)F (1,2,4-trifluoro-5-nitrobenzene), [H-].[Na+] (NaH), oil, ClC1=NC=CC(=C1)O (2-chloropyridin-4-ol). The solvent is CN(C)C=O (DMF), CN(C=O)C (N,N-dimethylformamide). Product: ClC1=NC=CC(=C1)OC1=C(C=C(C(=C1)F)[N+](=O)[O-])F (2-chloro-4-(2,5-difluoro-4-nitrophenoxy)pyridine). The yield is 65.9%. As a reaction SMILES: [H-].[Na+].[Cl:3][C:4]1[CH:9]=[C:8]([OH:10])[CH:7]=[CH:6][N:5]=1.[F:11][C:12]1[CH:17]=[C:16]([N+:18]([O-:20])=[O:19])[C:15]([F:21])=[CH:14][C:13]=1F>CN(C=O)C>[Cl:3][C:4]1[CH:9]=[C:8]([O:10][C:13]2[CH:14]=[C:15]([F:21])[C:16]([N+:18]([O-:20])=[O:19])=[CH:17][C:12]=2[F:11])[CH:7]=[CH:6][N:5]=1 |f:0.1|. Reported procedure: Anhydrous N,N-dimethylformamide (150 mL) was added to 60% NaH in mineral oil (2.72 g, 67.9 mmol) under an atmosphere of argon. The mixture was cooled in an ice bath and stirred. To this suspension was added, portion-wise, a solution of 2-chloropyridin-4-ol (8 g, 61.8 mmol) in DMF (30.0 mL). The reaction mixture was stirred cold for 5 minutes and the cooling bath was removed. The reaction mixture was warmed to RT and stirred for 20 minutes. 1,2,4-trifluoro-5-nitrobenzene (13.12 g, 74.1 mmol) was ... The reactants are ClC1=C(C(=O)O)C=CC(=N1)C (2-Chloro-6-methylnicotinic acid), C(C)N=C=NCCCN(C)C (1-ethyl-3-(3′-dimethylaminopropyl)carbodiimide), CN(C=O)C (dimethylformamide), CN(C)C1=NC=CC=C1 (dimethylaminopyridine). The solvent is CO (methanol), C(Cl)(Cl)Cl (chloroform). Run at time 6 hour. The product is COC(C1=C(N=C(C=C1)C)Cl)=O (2-Chloro-6-methylnicotinic acid methyl ester). Reaction SMILES: [Cl:1][C:2]1[N:10]=[C:9]([CH3:11])[CH:8]=[CH:7][C:3]=1[C:4]([OH:6])=[O:5].[CH3:12]N(C)C=O.CN(C1C=CC=CN=1)C.C(N=C=NCCCN(C)C)C>CO.C(Cl)(Cl)Cl>[CH3:12][O:5][C:4](=[O:6])[C:3]1[CH:7]=[CH:8][C:9]([CH3:11])=[N:10][C:2]=1[Cl:1]. Reported procedure: 2-Chloro-6-methylnicotinic acid (25.0 g) was suspended in a mixed solvent of dimethylformamide (100 mL) and chloroform (100 mL), and to this suspension were added dimethylaminopyridine (21.3 g) and methanol (4.67 g). Finally, 1-ethyl-3-(3′-dimethylaminopropyl)carbodiimide (WSC) hydrochloride (33.5 g) was added to the mixture, followed by stirring at room temperature for 6 hours. After the reaction mixture was concentrated, ethyl acetate (300 mL) was added thereto. The mixture was washed successi... Reactants: C(C)(C)(C)OC(=O)N(S(=O)(=O)C)C1=CC=C(C=C1)CCC(=O)OC (Methyl 3-(4-(N-(tert-butoxycarbonyl)methylsulfonamido)phenyl)propanoate), [Li+].[OH-] (LiOH). Run in C1CCOC1 (THF), Cl (HCl). Run at time 6 hour. The product is C(C)(C)(C)OC(=O)N(S(=O)(=O)C)C1=CC=C(C=C1)CCC(=O)O (3-(4-(N-(tert-butoxycarbonyl)-methylsulfonamido)phenyl)propanoic acid). Isolated yield 84.7%. Reaction SMILES: [C:1]([O:5][C:6]([N:8]([C:13]1[CH:18]=[CH:17][C:16]([CH2:19][CH2:20][C:21]([O:23]C)=[O:22])=[CH:15][CH:14]=1)[S:9]([CH3:12])(=[O:11])=[O:10])=[O:7])([CH3:4])([CH3:3])[CH3:2].[Li+].[OH-]>C1COCC1.Cl>[C:1]([O:5][C:6]([N:8]([C:13]1[CH:14]=[CH:15][C:16]([CH2:19][CH2:20][C:21]([OH:23])=[O:22])=[CH:17][CH:18]=1)[S:9]([CH3:12])(=[O:11])=[O:10])=[O:7])([CH3:4])([CH3:2])[CH3:3] |f:1.2|. Procedure details: Methyl 3-(4-(N-(tert-butoxycarbonyl)methylsulfonamido)phenyl)propanoate (300 mg, 0.86 mmol) was dissolved in THF (3 ml), then LiOH 1N (2 ml) was added, and the mixture was stirred at RT for 6 hours. The reaction was diluted with HCl 1N, and the product was extracted with EtOAc. The organic phase was dried over Na2SO4 and evaporated under vacuum. The crude product was triturated in Petroleum Ether and filtered to give 250 mg of the desired product. Starting materials: COC(=O)c1cc(OC)c(O)c(OC)c1, CCOC(C)=O, ClCCN1CCOCC1, Cl, [K+], [K+], O=C([O-])[O-], CN(C)C=O. Product: COC(=O)c1cc(OC)c(OCCN2CCOCC2)c(OC)c1. As a reaction SMILES: [CH3:1][O:2][c:3]1[cH:4][c:5]([C:6](=[O:7])[O:8][CH3:9])[cH:10][c:11]([O:14][CH3:15])[c:12]1[OH:13].[CH3:37][CH2:38][O:39][C:40]([CH3:41])=[O:42].[Cl:17][CH2:18][CH2:19][N:20]1[CH2:21][CH2:22][O:23][CH2:24][CH2:25]1.[ClH:16].[K+:26].[K+:27].[O-:28][C:29]([O-:30])=[O:31].[O:32]=[CH:33][N:34]([CH3:35])[CH3:36]>>[CH3:1][O:2][c:3]1[cH:4][c:5]([C:6](=[O:7])[O:8][CH3:9])[cH:10][c:11]([O:14][CH3:15])[c:12]1[O:13][CH2:18][CH2:19][N:20]1[CH2:21][CH2:22][O:23][CH2:24][CH2:25]1.